Dataset: the Open Reaction Database (ORD), a public repository of structured organic reaction records. Task: describe an organic reaction: reactants, conditions, products, and yield Reactants: CC(C)O, Cl, [K+], [OH-], CC(C)OC(=O)C(C(=O)OC(C)C)=C1SC=CS1. Product: CC(C)OC(=O)C(C(=O)O)=C1SC=CS1. Reaction SMILES: [CH:22]([OH:23])([CH3:24])[CH3:25].[ClH:21].[K+:20].[OH-:19].[S:1]1[C:2](=[C:6]([C:7](=[O:8])[O:9][CH:10]([CH3:11])[CH3:12])[C:13](=[O:14])[O:15][CH:16]([CH3:17])[CH3:18])[S:3][CH:4]=[CH:5]1>>[S:1]1[C:2](=[C:6]([C:7](=[O:8])[O:9][CH:10]([CH3:11])[CH3:12])[C:13](=[O:14])[OH:15])[S:3][CH:4]=[CH:5]1. RXN SMILES: [C:15]([O:16][BH-:17]([O:18][C:19](=[O:20])[CH3:21])[O:22][C:23](=[O:24])[CH3:25])(=[O:26])[CH3:27].[CH:7](=[O:8])[c:9]1[cH:10][cH:11][cH:12][cH:13][cH:14]1.[Cl:29][CH2:30][Cl:31].[Na+:28].[OH:1][CH:2]1[CH2:3][NH:4][CH2:5][CH2:6]1>>[OH:1][CH:2]1[CH2:3][N:4]([CH2:7][c:9]2[cH:10][cH:11][cH:12][cH:13][cH:14]2)[CH2:5][CH2:6]1. The reactants are CC(=O)O[BH-](OC(C)=O)OC(C)=O, O=Cc1ccccc1, ClCCl, [Na+], OC1CCNC1. The product is OC1CCN(Cc2ccccc2)C1. Starting materials: CCCCCCC, C#CCCCCC, Cc1ccc(S(=O)(=O)Oc2ccc(OC(F)(F)F)cc2)cc1. Yields the product CCCCCC#Cc1ccc(OC(F)(F)F)cc1. RXN SMILES: [CH3:30][CH2:31][CH2:32][CH2:33][CH2:34][CH2:35][CH3:36].[CH:23]#[C:24][CH2:25][CH2:26][CH2:27][CH2:28][CH3:29].[F:1][C:2]([O:3][c:4]1[cH:5][cH:6][c:7]([O:10][S:11]([c:12]2[cH:13][cH:14][c:15]([CH3:16])[cH:17][cH:18]2)(=[O:19])=[O:20])[cH:8][cH:9]1)([F:21])[F:22]>>[F:1][C:2]([O:3][c:4]1[cH:5][cH:6][c:7]([C:23]#[C:24][CH2:25][CH2:26][CH2:27][CH2:28][CH3:29])[cH:8][cH:9]1)([F:21])[F:22]. Reactants: BrC=1C=C(C(=O)NC(C)C2=CN=C(N=N2)NC2=CC(=C(C=C2)N2CCOCC2)Cl)C=CC1 (3-bromo-N-(1-{3-[(3-chloro-4-morpholin-4-ylphenyl)amino]-1,2,4-triazin-6-yl}ethyl)benzamide), P(=O)(Cl)(Cl)Cl (phosphorus oxychloride), BrC=1C=C(C(=O)NC(C)C2=CN=C(N=N2)NC2=CC(=C(C=C2)N2CCOCC2)Cl)C=CC1 (3-bromo-N-(1-{3-[(3-chloro-4-morpholin-4-ylphenyl)amino]-1,2,4-triazin-6-yl}ethyl)benzamide), N1N=CN=C1 (1,2,4-triazole). Run in N1=CC=CC=C1 (pyridine). The product is BrC=1C=C(C=CC1)C1=NC(=C2C=NC(=NN21)NC2=CC(=C(C=C2)N2CCOCC2)Cl)C (7-(3-bromophenyl)-N-(3-chloro-4-morpholin-4-ylphenyl)-5-methylimidazo[5,1-f][1,2,4]triazin-2-amine). Isolated yield 22.3%. As a reaction SMILES: [Br:1][C:2]1[CH:3]=[C:4]([CH:30]=[CH:31][CH:32]=1)[C:5]([NH:7][CH:8]([C:10]1[N:15]=[N:14][C:13]([NH:16][C:17]2[CH:22]=[CH:21][C:20]([N:23]3[CH2:28][CH2:27][O:26][CH2:25][CH2:24]3)=[C:19]([Cl:29])[CH:18]=2)=[N:12][CH:11]=1)[CH3:9])=O.N1C=NC=N1.P(Cl)(Cl)(Cl)=O>N1C=CC=CC=1>[Br:1][C:2]1[CH:3]=[C:4]([C:5]2[N:15]3[C:10]([CH:11]=[N:12][C:13]([NH:16][C:17]4[CH:22]=[CH:21][C:20]([N:23]5[CH2:28][CH2:27][O:26][CH2:25][CH2:24]5)=[C:19]([Cl:29])[CH:18]=4)=[N:14]3)=[C:8]([CH3:9])[N:7]=2)[CH:30]=[CH:31][CH:32]=1. Procedure: In a similar manner as described for Example 9, 3-bromo-N-(1-{3-[(3-chloro-4-morpholin-4-ylphenyl)amino]-1,2,4-triazin-6-yl}ethyl)benzamide (Intermediate 24) (0.040 g, 0.080 mmol) and 1,2,4-triazole (35 mg, 0.50 mmol) in pyridine (1 mL) and phosphorus oxychloride (0.023 mL, 0.24 mmol) gave 7-(3-bromophenyl)-N-(3-chloro-4-morpholin-4-ylphenyl)-5-methylimidazo[5,1-f][1,2,4]triazin-2-amine (0.0089 g) as a yellow solid. 1H NMR (DMSO-d6): δ9.92 (s, 1H), 9.29 (s, 1H), 8.61 (dd, J=1.9, 1.8 Hz, 1H), 8.4... Reactants: NCC(=O)O (glycine), N[C@@H](CCCNC(N)=N)C(=O)O (arginine), N-FMOC-glycine-p-alkoxy benzyl, N[C@@H](CC(=O)O)C(=O)O (L-aspartic acid). Product: N[C@@H](CCCNC(N)=N)C(=O)NCC(=O)N[C@@H](CC(O)=O)C(=O)NCC(=O)O (L-arginylglycyl-L-aspartyl glycine), ditrifluoroacetate. As a reaction SMILES: [NH2:1][C@H:2]([C:7]([OH:9])=O)[CH2:3][C:4]([OH:6])=[O:5].[NH2:10][CH2:11][C:12]([OH:14])=[O:13].[NH2:15][C@H:16]([C:24]([OH:26])=O)[CH2:17][CH2:18][CH2:19][NH:20][C:21](=[NH:23])[NH2:22]>>[NH2:15][C@H:16]([C:24]([NH:1][CH2:2][C:7]([NH:1][C@H:2]([C:7]([NH:10][CH2:11][C:12]([OH:14])=[O:13])=[O:9])[CH2:3][C:4](=[O:5])[OH:6])=[O:9])=[O:26])[CH2:17][CH2:18][CH2:19][NH:20][C:21](=[NH:23])[NH2:22]. Reported procedure: Starting with N-FMOC-glycine-p-alkoxy benzyl resin ester, sequentially coupling L-aspartic acid, glycine and arginine, deprotecting and removing the peptide as in the above examples, L-arginylglycyl-L-aspartyl glycine was obtained as the ditrifluoroacetate salt; m.p. 85°-90° C.